From a dataset of the Open Reaction Database (ORD), a public repository of structured organic reaction records. describe an organic reaction: reactants, conditions, products, and yield Reactants: CC1(CCSC2=C1C=CC(=C2)C(=O)NC2=CC=C(C(=O)OCC)C=C2)C (ethyl p-(3,4-dihydro-4,4-dimethyl-2H-1-benzothiopyran-7-carboxamido)benzoate), [OH-].[K+].C(C)O.O (potassium hydroxide ethanol water). Product: CC1(CCSC2=C1C=CC(=C2)C(=O)NC2=CC=C(C(=O)O)C=C2)C (p-(3,4-dihydro-4,4-dimethyl-2H-1-benzothiopyran-7-carboxamido)benzoic acid). Reaction SMILES: [CH3:1][C:2]1([CH3:26])[C:7]2[CH:8]=[CH:9][C:10]([C:12]([NH:14][C:15]3[CH:25]=[CH:24][C:18]([C:19]([O:21]CC)=[O:20])=[CH:17][CH:16]=3)=[O:13])=[CH:11][C:6]=2[S:5][CH2:4][CH2:3]1.[OH-].[K+].C(O)C.O>>[CH3:1][C:2]1([CH3:26])[C:7]2[CH:8]=[CH:9][C:10]([C:12]([NH:14][C:15]3[CH:25]=[CH:24][C:18]([C:19]([OH:21])=[O:20])=[CH:17][CH:16]=3)=[O:13])=[CH:11][C:6]=2[S:5][CH2:4][CH2:3]1 |f:1.2.3.4|. Procedure: Hydrolysis of the foregoing ester with potassium hydroxide/ethanol/water in analogy to Example 57 gave p-(3,4-dihydro-4,4-dimethyl-2H-1-benzothiopyran-7-carboxamido)benzoic acid, melting point 274°-276° C.